describe an organic reaction: reactants, conditions, products, and yield From a dataset of the Open Reaction Database (ORD), a public repository of structured organic reaction records. Starting materials: Cl (HCl), C(C1=CC=CC=C1)N1C(CN(CC1)CC1=CC=CC=C1)COC(=O)N1CCCC1 (1,4-dibenzyl-2-(1′-pyrrolidinocarbonyloxymethyl)piperazine), initial product. The reagents and catalysts are [Pd] (palladium). The solvent is C(C)O (ethanol). Yields the product Cl.N1(CCCC1)C(=O)OCC1NCCNC1 (2-(1′-pyrrolidinocarbonyloxymethyl)piperazine hydrochloride). The yield is 98.3%. Reaction SMILES: C([N:8]1[CH2:13][CH2:12][N:11](CC2C=CC=CC=2)[CH2:10][CH:9]1[CH2:21][O:22][C:23]([N:25]1[CH2:29][CH2:28][CH2:27][CH2:26]1)=[O:24])C1C=CC=CC=1.[ClH:30]>C(O)C.[Pd]>[ClH:30].[N:25]1([C:23]([O:22][CH2:21][CH:9]2[CH2:10][NH:11][CH2:12][CH2:13][NH:8]2)=[O:24])[CH2:26][CH2:27][CH2:28][CH2:29]1 |f:4.5|. Procedure details: 1.48 g (3.7 mmol) of 1,4-dibenzyl-2-(1′-pyrrolidinocarbonyloxymethyl)piperazine are dissolved in 40 ml of absolute ethanol and 1 ml of 12N HCl in a 100 ml ground-necked round-bottomed flask. About 100 mg of palladium (10%) on charcoal are added thereto. The mixture is then placed under a hydrogen atmosphere, vigorously stirred and gentle heating is applied (40° C.). When the initial product has disappeared (the reaction program is monitored by thin-layer chromatography eluted with an MeOH/CH2Cl2... The reactants are C(C)(C)(C)OC(=O)NC([C@@H](CCC=1SC=CC1)C)OC(CCCCC)=O ((2R)-t-Butoxycarbonylamino-1-n-hexanoyloxy-2-methyl-4-(thiophen-2-yl)butane), [OH-].[Na+] (sodium hydroxide). The solvent is O1CCCC1 (tetrahydrofuran), CO (methanol). Conditions: time 1 hour. Yields the product C(C)(C)(C)OC(=O)NC([C@@H](CCC=1SC=CC1)C)O ((2R)-t-Butoxycarbonylamino-2-methyl-4-(thiophen-2-yl)-1-butanol). The yield is 94.6%. Reaction SMILES: [C:1]([O:5][C:6]([NH:8][CH:9]([O:19]C(=O)CCCCC)[C@H:10]([CH3:18])[CH2:11][CH2:12][C:13]1[S:14][CH:15]=[CH:16][CH:17]=1)=[O:7])([CH3:4])([CH3:3])[CH3:2].[OH-].[Na+]>O1CCCC1.CO>[C:1]([O:5][C:6]([NH:8][CH:9]([OH:19])[C@H:10]([CH3:18])[CH2:11][CH2:12][C:13]1[S:14][CH:15]=[CH:16][CH:17]=1)=[O:7])([CH3:4])([CH3:2])[CH3:3] |f:1.2|. Procedure details: (2R)-t-Butoxycarbonylamino-1-n-hexanoyloxy-2-methyl-4-(thiophen-2-yl)butane (22.0 g, 57.4 mmol) obtained in Example 67(a) was dissolved in a mixture solution of tetrahydrofuran (140 ml) and methanol (280 ml), and a 1N aqueous sodium hydroxide solution (280 ml) was added in an ice bath followed by stirring 30 minutes in an ice bath and subsequently for 1 hour at room temperature. The reaction solution was concentrated in vacuo, and water was added thereto, and after the resulting solution was ext... Reactants: ClC1=NC(=CC(=N1)OC)C (2-chloro-4-methoxy-6-methylpyrimidine), N1N=CC=C1 (pyrazole). Run in O1CCCC1 (tetrahydrofuran). The product is COC1=NC(=NC(=C1)C)N1N=CC=C1 (4-methoxy-6-methyl-2-(1-pyrazolyl)pyrimidine). Yield: 54.2%. As a reaction SMILES: Cl[C:2]1[N:7]=[C:6]([O:8][CH3:9])[CH:5]=[C:4]([CH3:10])[N:3]=1.[NH:11]1[CH:15]=[CH:14][CH:13]=[N:12]1>O1CCCC1>[CH3:9][O:8][C:6]1[CH:5]=[C:4]([CH3:10])[N:3]=[C:2]([N:11]2[CH:15]=[CH:14][CH:13]=[N:12]2)[N:7]=1. Reported procedure: In anhydrous tetrahydrofuran, 159 mg of 2-chloro-4-methoxy-6-methylpyrimidine was substituted with 68 mg of pyrazole. The reaction mixture was treated according to the procedure of Example 5 to yield 103 mg of 4-methoxy-6-methyl-2-(1-pyrazolyl)pyrimidine, and recrystallized from n-hexane to give a compound having a melting point of 52.5°-53° C. Starting materials: C1CC(=O)C2=C(C3=CC=CC=C3C(=C2C1=O)O)O (leucoquinizarine), NCCC1=CC=C(C=C1)O (p-(2-aminoethyl)phenol), O (water). Run in N1=CC=CC=C1 (pyridine). Yields the product OC1=CC=C(C=C1)CCNC1=CC=C(C=2C(C3=CC=CC=C3C(C12)=O)=O)NCCC1=CC=C(C=C1)O (1,4-bis[2-(p-hydroxyphenyl)ethylamino]anthraquinone). Isolated yield 60.0%. Reaction SMILES: [CH2:1]1[C:15](=O)[C:14]2[C:5](=[C:6]([OH:18])[C:7]3[C:12]([C:13]=2[OH:17])=[CH:11][CH:10]=[CH:9][CH:8]=3)[C:3](=O)[CH2:2]1.[NH2:19][CH2:20][CH2:21][C:22]1[CH:27]=[CH:26][C:25]([OH:28])=[CH:24][CH:23]=1.[OH2:29]>N1C=CC=CC=1>[OH:28][C:25]1[CH:26]=[CH:27][C:22]([CH2:21][CH2:20][NH:19][C:15]2[C:14]3[C:13](=[O:17])[C:12]4[C:7](=[CH:8][CH:9]=[CH:10][CH:11]=4)[C:6](=[O:18])[C:5]=3[C:3]([NH:19][CH2:20][CH2:21][C:22]3[CH:27]=[CH:26][C:25]([OH:29])=[CH:24][CH:23]=3)=[CH:2][CH:1]=2)=[CH:23][CH:24]=1. Procedure details: A mixture of 21 grams (0.09 mole) of leucoquinizarine, 30 grams (0.22 mole) of p-(2-aminoethyl)phenol in 150 milliliters of pyridine was refluxed for 12 hours. The mixture was cooled to room temperature and poured into 2 liters of water. Thereafter, the product was filtered, washed with water, and recrystillized from acetic acid to yield 26 grams, (60%) of 1,4-bis[2-(p-hydroxyphenyl)ethylamino]anthraquinone as a blue powder, m.p. 240°-242° C.; vis (DMF), λmax 644 nm (ε16,600); 598 nm (ε14,100); ... The reactants are ClCCl, Cc1ncccc1C(F)F, [Na+], [OH-], O=C(OO)c1cccc(Cl)c1. Product: Cc1c(C(F)F)ccc[n+]1[O-]. RXN SMILES: [Cl:22][CH2:23][Cl:24].[F:1][CH:2]([c:3]1[c:4]([CH3:9])[n:5][cH:6][cH:7][cH:8]1)[F:10].[Na+:26].[OH-:25].[OH:11][O:12][C:13]([c:14]1[cH:15][c:16]([Cl:17])[cH:18][cH:19][cH:20]1)=[O:21]>>[F:1][CH:2]([c:3]1[c:4]([CH3:9])[n+:5]([O-:11])[cH:6][cH:7][cH:8]1)[F:10]. Reactants: NC(=O)C1CC2(c3ccccc3)C(OCc3cc(C(F)(F)F)cc(C(F)(F)F)c3)CCC1N2Cc1ccccc1, COc1ccc(P2(=S)SP(=S)(c3ccc(OC)cc3)S2)cc1, Cc1ccccc1. Product: NC(=S)C1CC2(c3ccccc3)C(OCc3cc(C(F)(F)F)cc(C(F)(F)F)c3)CCC1N2Cc1ccccc1. RXN SMILES: [CH2:23]([c:24]1[cH:25][cH:26][cH:27][cH:28][cH:29]1)[N:30]1[C:31]2([c:57]3[cH:58][cH:59][cH:60][cH:61][cH:62]3)[CH:32]([O:41][CH2:42][c:43]3[cH:44][c:45]([C:53]([F:54])([F:55])[F:56])[cH:46][c:47]([C:49]([F:50])([F:51])[F:52])[cH:48]3)[CH2:33][CH2:34][CH:35]1[CH:36]([C:38](=[O:39])[NH2:40])[CH2:37]2.[CH3:1][O:2][c:3]1[cH:4][cH:5][c:6]([P:7]2(=[S:10])[S:8][P:9]([c:11]3[cH:12][cH:13][c:14]([O:15][CH3:16])[cH:17][cH:18]3)(=[S:19])[S:20]2)[cH:21][cH:22]1.[CH3:63][c:64]1[cH:65][cH:66][cH:67][cH:68][cH:69]1>>[S:10]=[C:38]([CH:36]1[CH:35]2[N:30]([CH2:23][c:24]3[cH:25][cH:26][cH:27][cH:28][cH:29]3)[C:31]([c:57]3[cH:58][cH:59][cH:60][cH:61][cH:62]3)([CH:32]([O:41][CH2:42][c:43]3[cH:44][c:45]([C:53]([F:54])([F:55])[F:56])[cH:46][c:47]([C:49]([F:50])([F:51])[F:52])[cH:48]3)[CH2:33][CH2:34]2)[CH2:37]1)[NH2:40]. Reactants: MgO, ClC1=CC(=NC=N1)N(N1C=CC=C1)CCC (6-chloro-N-propyl-N-(1H-pyrrol-1-y)-4-pyrimidinamine). The reagents and catalysts are [Pd] (Pd/C). The solvent is C(C)O (ethanol), C(C)O (ethanol). Yields the product C(CC)N(C1=NC=NC=C1)N1C=CC=C1 (N-propyl-N-(1H-pyrrol-1-yl)-4-pyrimidinamine). Yield: 117.5%. RXN SMILES: Cl[C:2]1[N:7]=[CH:6][N:5]=[C:4]([N:8]([CH2:14][CH2:15][CH3:16])[N:9]2[CH:13]=[CH:12][CH:11]=[CH:10]2)[CH:3]=1>C(O)C.[Pd]>[CH2:14]([N:8]([N:9]1[CH:13]=[CH:12][CH:11]=[CH:10]1)[C:4]1[CH:3]=[CH:2][N:7]=[CH:6][N:5]=1)[CH2:15][CH3:16]. Procedure: To a slurry of 10% Pd/C (1.0 g) and MgO (0.8 g) in 10 ml ethanol (100%) was added 6-chloro-N-propyl-N-(1H-pyrrol-1-y)-4-pyrimidinamine (4.9 g), in 90 ml ethanol (100%) and the mixture was hydrogenated under atmospheric pressure at room temperature for 6 hours. The mixture was filtered and the filtrate evaporated to yield 4.92 g of a solid which was eluted with 10% ethyl acetate/DCM on a silica gel column via flash method. The desired fractions were evaporated to yield 2.45 g (57.8%) of an oil, N...